This data is from the Open Reaction Database (ORD), a public repository of structured organic reaction records. The task is: describe an organic reaction: reactants, conditions, products, and yield Reactants: CCc1ccc(CC(NC(=O)N2CCC(N3CCc4ccccc4NC3=O)CC2)C(=O)O)cc1CC, CN1C2CCC1CC(N1CCNCC1)C2, Cl, Cl, Cl. Product: CCc1ccc(CC(NC(=O)N2CCC(N3CCc4ccccc4NC3=O)CC2)C(=O)N2CCN(C3CC4CCC(C3)N4C)CC2)cc1CC. As a reaction SMILES: [CH2:1]([CH3:2])[c:3]1[cH:4][c:5]([CH2:11][CH:12]([C:13](=[O:14])[OH:15])[NH:16][C:17](=[O:18])[N:19]2[CH2:20][CH2:21][CH:22]([N:25]3[C:26](=[O:36])[NH:27][c:28]4[c:29]([cH:32][cH:33][cH:34][cH:35]4)[CH2:30][CH2:31]3)[CH2:23][CH2:24]2)[cH:6][cH:7][c:8]1[CH2:9][CH3:10].[CH3:40][N:41]1[CH:42]2[CH2:43][CH:44]([N:49]3[CH2:50][CH2:51][NH:52][CH2:53][CH2:54]3)[CH2:45][CH:46]1[CH2:47][CH2:48]2.[ClH:37].[ClH:38].[ClH:39]>>[CH2:1]([CH3:2])[c:3]1[cH:4][c:5]([CH2:11][CH:12]([C:13](=[O:14])[N:52]2[CH2:51][CH2:50][N:49]([CH:44]3[CH2:43][CH:42]4[N:41]([CH3:40])[CH:46]([CH2:45]3)[CH2:47][CH2:48]4)[CH2:54][CH2:53]2)[NH:16][C:17](=[O:18])[N:19]2[CH2:20][CH2:21][CH:22]([N:25]3[C:26](=[O:36])[NH:27][c:28]4[c:29]([cH:32][cH:33][cH:34][cH:35]4)[CH2:30][CH2:31]3)[CH2:23][CH2:24]2)[cH:6][cH:7][c:8]1[CH2:9][CH3:10]. Starting materials: C(C)(C)NC(C)C (diisopropylamine), [Li]CCCC (n-BuLi), FC(C1=NC(=CC(=C1C(=O)OCC)OC)C(F)(F)F)(F)F (Ethyl 2,6-bis(trifluoromethyl)-4-methoxy-3-pyridinecarboxylate), ClC(=O)OCC (ethyl chloroformate), Cl (HCl). Solvent: COCCOC (DME), COCCOC (DME), O (water). Conditions: temperature -78 celsius, time 10 minute. Product: FC(C1=NC(=C(C(=C1C(=O)OCC)OC)C(=O)OCC)C(F)(F)F)(F)F (Diethyl 2,6-bis(trifluoromethyl)-4-methoxy-3,5-pyridinedicarboxylate). The yield is 75.4%. As a reaction SMILES: C(NC(C)C)(C)C.[Li]CCCC.[F:13][C:14]([F:33])([F:32])[C:15]1[C:20]([C:21]([O:23][CH2:24][CH3:25])=[O:22])=[C:19]([O:26][CH3:27])[CH:18]=[C:17]([C:28]([F:31])([F:30])[F:29])[N:16]=1.Cl[C:35]([O:37][CH2:38][CH3:39])=[O:36].Cl>COCCOC.O>[F:33][C:14]([F:32])([F:13])[C:15]1[C:20]([C:21]([O:23][CH2:24][CH3:25])=[O:22])=[C:19]([O:26][CH3:27])[C:18]([C:35]([O:37][CH2:38][CH3:39])=[O:36])=[C:17]([C:28]([F:31])([F:30])[F:29])[N:16]=1. Reported procedure: To a cold (-78° C.) solution of NDA, from 0.02 mol (2.8 ml) of diisopropylamine, 0.0208 mol of n-BuLi, and 30 ml of DME was added a solution of 4.65 g (0.015 mol) of product of Example 4 in 20 ml of DME. The resulting greenish solution was stirred at -78° C. for 10 minutes and treated with 2.7 ml (0.035 mol) of ethyl chloroformate. The reaction mixture was warmed to room temperature in 40 minutes, then poured into a mixture of 20 ml of concentrated HCl and 50 ml of water. The mixture was extract... The reactants are C(C)OC1=C(OC2=C(C=CC=C2)CC(=O)OC)C=CC(=C1)CO (methyl 2-(2-ethoxy-4-hydroxymethylphenoxy)phenylacetate), C(Br)(Br)(Br)Br (carbon tetrabromide), C1(=CC=CC=C1)P(C1=CC=CC=C1)C1=CC=CC=C1 (triphenylphosphine). The solvent is C(Cl)Cl (CH2Cl2). The product is BrCC1=CC(=C(OC2=C(C=CC=C2)CC(=O)OC)C=C1)OCC (methyl 2-(4-bromomethyl-2-ethoxyphenoxy)phenylacetate). Isolated yield 87.7%. As a reaction SMILES: [CH2:1]([O:3][C:4]1[CH:21]=[C:20]([CH2:22]O)[CH:19]=[CH:18][C:5]=1[O:6][C:7]1[CH:12]=[CH:11][CH:10]=[CH:9][C:8]=1[CH2:13][C:14]([O:16][CH3:17])=[O:15])[CH3:2].C(Br)(Br)(Br)[Br:25].C1(P(C2C=CC=CC=2)C2C=CC=CC=2)C=CC=CC=1>C(Cl)Cl>[Br:25][CH2:22][C:20]1[CH:19]=[CH:18][C:5]([O:6][C:7]2[CH:12]=[CH:11][CH:10]=[CH:9][C:8]=2[CH2:13][C:14]([O:16][CH3:17])=[O:15])=[C:4]([O:3][CH2:1][CH3:2])[CH:21]=1. Reported procedure: To a stirred and cooled (0° C.) solution of 1.15 g (3.64 mmol) of the product of Step B dissolved in 18 mL of CH2Cl2 was added 1.51 g (4.55 mmol) of carbon tetrabromide and 1.19 g (4.55 mmol) of triphenylphosphine. After the addition the reaction mixture was stirred 30 minutes and allowed to warm to room temperature. The mixture was then evaporated in vacuo and purified on a silica gel flash chromatography column eluted with 15% ethyl acetate/hexane to afford 1.21 g (88%) of the title compound. Reactants: CN1C(N(C(CC1=O)=O)C)=O (1,3-dimethyl-pyrimidine-2,4,6-trione), C(C=C)OC1=CC(=C(COCCN2N=NC=C2)C=C1)F (1-[2-(4-allyloxy-2-fluoro-benzyloxy)-ethyl]-1H-[1,2,3]triazole). Reagents/catalysts: [Pd].C1(=CC=CC=C1)P(C1=CC=CC=C1)C1=CC=CC=C1.C1(=CC=CC=C1)P(C1=CC=CC=C1)C1=CC=CC=C1.C1(=CC=CC=C1)P(C1=CC=CC=C1)C1=CC=CC=C1.C1(=CC=CC=C1)P(C1=CC=CC=C1)C1=CC=CC=C1 (tetrakis-(triphenylphosphine)-palladium). Run in ClCCl (dichloromethane), ClCCl (dichloromethane). Conditions: time 24 hour. Yields the product FC=1C=C(C=CC1COCCN1N=NC=C1)O (3-fluoro-4-(2-[1,2,3]triazol-1-yl-ethoxymethyl)-phenol). Isolated yield 56.1%. RXN SMILES: CN1C(=O)CC(=O)N(C)C1=O.C([O:15][C:16]1[CH:30]=[CH:29][C:19]([CH2:20][O:21][CH2:22][CH2:23][N:24]2[CH:28]=[CH:27][N:26]=[N:25]2)=[C:18]([F:31])[CH:17]=1)C=C>ClCCl.[Pd].C1(P(C2C=CC=CC=2)C2C=CC=CC=2)C=CC=CC=1.C1(P(C2C=CC=CC=2)C2C=CC=CC=2)C=CC=CC=1.C1(P(C2C=CC=CC=2)C2C=CC=CC=2)C=CC=CC=1.C1(P(C2C=CC=CC=2)C2C=CC=CC=2)C=CC=CC=1>[F:31][C:18]1[CH:17]=[C:16]([OH:15])[CH:30]=[CH:29][C:19]=1[CH2:20][O:21][CH2:22][CH2:23][N:24]1[CH:28]=[CH:27][N:26]=[N:25]1 |f:3.4.5.6.7|. Reported procedure: To a solution of 10.4 g (66.9 mmol) 1,3-dimethyl-pyrimidine-2,4,6-trione and 774 mg (0.67 mmol) tetrakis-(triphenylphosphine)-palladium in 100 ml dichloromethane was added dropwise a solution of 6.18 g (22.3 mmol) 1-[2-(4-allyloxy-2-fluoro-benzyloxy)-ethyl]-1H-[1,2,3]triazole in 30 ml dichloromethane and stirring was continued for 24 hours at 40° C. It was allowed to cool down over night. The reaction mixture was extracted with three 100 ml portions of sodium bicarbonate solution, the organic ex... The reactants are C(C=C)C1=C(C(=CC(=C1F)F)Br)O (2-allyl-3,4-difluoro-6-bromophenol), O=[O+][O-] (ozone). Run in ClCCl (dichloromethane), CO (methanol). Yields the product OC1=C(C(=C(C=C1Br)F)F)CC=O ((2-hydroxy-3-bromo-5,6-difluorophenyl)acetaldehyde). As a reaction SMILES: [CH2:1]([C:4]1[C:9]([F:10])=[C:8]([F:11])[CH:7]=[C:6]([Br:12])[C:5]=1[OH:13])[CH:2]=C.[O:14]=[O+][O-]>ClCCl.CO>[OH:13][C:5]1[C:6]([Br:12])=[CH:7][C:8]([F:11])=[C:9]([F:10])[C:4]=1[CH2:1][CH:2]=[O:14]. Reported procedure: A solution of 7.8 gm (31.45 mMol) 2-allyl-3,4-difluoro-6-bromophenol in 100 mL dichloromethane and 20 mL methanol was cooled to −78° C. and was then saturated with ozone. After 20 minutes the reaction mixture was purged with nitrogen for 10 minutes and was then treated with 5 mL dimethylsulfide. The reaction mixture was allowed to warm gradually to room temperature. After 15 hours the reaction mixture was concentrated under reduced pressure to provide the title compound.